From a dataset of the Open Reaction Database (ORD), a public repository of structured organic reaction records. describe an organic reaction: reactants, conditions, products, and yield Starting materials: C(C1=CC=CC=C1)N1C([C@H](C[C@H]1C(C)(C)SCC1=CC=C(C=C1)OC)CSCC1=CC=C(C=C1)OC)=O (cis-N-benzyl-4-[1-(4-methoxybenzylthio)-1-methylethyl]-2-(4-methoxybenzylthiomethyl )-4-butanelactam), C([O-])(O)=O.[Na+] (sodium bicarbonate). Solvent: FC(C(=O)O)(F)F (trifluoroacetic acid), C1(=CC=CC=C1)SC (thioanisol), FC(S(=O)(=O)O)(F)F (trifluoromethanesulfonic acid). Run at time 2 hour. The product is C(C1=CC=CC=C1)N1C([C@H](C[C@H]1C(C)(C)S)CS)=O (cis-N-benzyl-4-(1-mercapto-1-methylethyl)-2-mercaptomethyl-4-butanelactam). Isolated yield 18.1%. Reaction SMILES: [CH2:1]([N:8]1[C@H:12]([C:13]([S:16]CC2C=CC(OC)=CC=2)([CH3:15])[CH3:14])[CH2:11][C@H:10]([CH2:26][S:27]CC2C=CC(OC)=CC=2)[C:9]1=[O:37])[C:2]1[CH:7]=[CH:6][CH:5]=[CH:4][CH:3]=1.C(=O)(O)[O-].[Na+]>FC(F)(F)C(O)=O.C1(SC)C=CC=CC=1.FC(F)(F)S(O)(=O)=O>[CH2:1]([N:8]1[C@H:12]([C:13]([SH:16])([CH3:15])[CH3:14])[CH2:11][C@H:10]([CH2:26][SH:27])[C:9]1=[O:37])[C:2]1[CH:7]=[CH:6][CH:5]=[CH:4][CH:3]=1 |f:1.2|. Reported procedure: To a stirred solution of cis-N-benzyl-4-[1-(4-methoxybenzylthio)-1-methylethyl]-2-(4-methoxybenzylthiomethyl )-4-butanelactam (compound No.14-1, 500 mg) in trifluoroacetic acid (4 ml), thioanisol (0.66 ml) and trifluoromethanesulfonic acid (0.50 ml) were added. After stirring for 2 hours at room temperature, the mixture was poured into a mixture of ice and saturated aqueous sodium bicarbonate solution and extracted with ethyl acetate. The organic layer was washed with saturated aqueous sodium bi... Starting materials: [BH4-], CCO, CO, [Cl-], NCCc1c[nH]c2cc(Cl)ccc12, O=Cc1cccc(OCCCF)c1, [NH4+], [Na+]. Yields the product FCCCOc1cccc(CNCCc2c[nH]c3cc(Cl)ccc23)c1. Reaction SMILES: [BH4-:27].[CH3:31][CH2:32][OH:33].[CH3:34][OH:35].[Cl-:29].[Cl:1][c:2]1[cH:3][c:4]2[nH:5][cH:6][c:7]([CH2:8][CH2:9][NH2:10])[c:11]2[cH:12][cH:13]1.[F:14][CH2:15][CH2:16][CH2:17][O:18][c:19]1[cH:20][c:21]([CH:22]=[O:23])[cH:24][cH:25][cH:26]1.[NH4+:30].[Na+:28]>>[Cl:1][c:2]1[cH:3][c:4]2[nH:5][cH:6][c:7]([CH2:8][CH2:9][NH:10][CH2:22][c:21]3[cH:20][c:19]([O:18][CH2:17][CH2:16][CH2:15][F:14])[cH:26][cH:25][cH:24]3)[c:11]2[cH:12][cH:13]1. The reactants are ClC1=CC=C(C=C1)C(CN1N=CN=C1)=[N+](C)[O-] (1-(4-chlorophenyl)-N-methyl-2-(1H-1,2,4-triazol-1-yl)ethanimine N-oxide), C=CCCCCCCCCCCCCCCCC (1-octadecene), compound 3. Yields the product C1(=CC=CC=C1)C1(N(OC(C1)CCCCCC)C)CN1N=CN=C1 (3-Phenyl-3-(1H-1,2,4-triazol-1-ylmethyl)-2-methyl-5-n-hexylisoxazolidine). As a reaction SMILES: Cl[C:2]1[CH:7]=[CH:6][C:5]([C:8](=[N+:15]([O-:17])[CH3:16])[CH2:9][N:10]2[CH:14]=[N:13][CH:12]=[N:11]2)=[CH:4][CH:3]=1.[CH2:18]=[CH:19][CH2:20][CH2:21][CH2:22][CH2:23][CH2:24][CH2:25]CCCCCCCCCC>>[C:5]1([C:8]2([CH2:9][N:10]3[CH:14]=[N:13][CH:12]=[N:11]3)[CH2:18][CH:19]([CH2:20][CH2:21][CH2:22][CH2:23][CH2:24][CH3:25])[O:17][N:15]2[CH3:16])[CH:6]=[CH:7][CH:2]=[CH:3][CH:4]=1. Procedure details: Derivative 3 (R=H, n=5) is prepared by a procedure similar to that described in Example 1 by reacting 1-phenyl-N-methyl-2-(1H-1,2,4-triazol-1-yl)ethanimine N-oxide (1: R=H) with 1-octene (2: n=5). The resulting cis- and trans-diastereomeric mixture of compound 3 (R=H, n=5) is flash-chromatographed on neutral silica gel using as eluent a 98:2 by volume mixture of chloroform-methanol. Isomer A has a melting point of 93°-99° C. (ethyl acetate). Reactants: C(C)OP(=O)(OCC)CC(=O)OC (methyl diethylphosphonoacetate), [H-].[Na+] (sodium hydride), [Si](C)(C)(C(C)(C)C)OC(CCCCC=O)C1=CC2=CC=CC=C2C=C1 (6-t-Butyldimethylsilyloxy-6-(2-naphthyl)hexanal). The solvent is C1CCOC1 (THF), C1CCOC1 (THF). Conditions: temperature 0 celsius, time 10 minute. Yields the product [Si](C)(C)(C(C)(C)C)OC(CCCCC=CC(=O)OC)C1=CC2=CC=CC=C2C=C1 (Methyl 8-t-butyldimethylsilyloxy-8-(2-naphthyl)-2-octenoate). Yield: 63.0%. RXN SMILES: [H-].[Na+].C(OP([CH2:11][C:12]([O:14][CH3:15])=[O:13])(OCC)=O)C.[Si:16]([O:23][CH:24]([C:31]1[CH:40]=[CH:39][C:38]2[C:33](=[CH:34][CH:35]=[CH:36][CH:37]=2)[CH:32]=1)[CH2:25][CH2:26][CH2:27][CH2:28][CH:29]=O)([C:19]([CH3:22])([CH3:21])[CH3:20])([CH3:18])[CH3:17]>C1COCC1>[Si:16]([O:23][CH:24]([C:31]1[CH:40]=[CH:39][C:38]2[C:33](=[CH:34][CH:35]=[CH:36][CH:37]=2)[CH:32]=1)[CH2:25][CH2:26][CH2:27][CH2:28][CH:29]=[CH:11][C:12]([O:14][CH3:15])=[O:13])([C:19]([CH3:20])([CH3:21])[CH3:22])([CH3:18])[CH3:17] |f:0.1|. Reported procedure: To a suspension of sodium hydride (60% in mineral oil, 177 mg, 4.42 mmol) in THF (25 mL) at room temperature under nitrogen atmosphere was added dropwise neat methyl diethylphosphonoacetate (811 μL, 4.42 mmol). The resulting solution was stirred for 10 minutes while cooling down to 0° C. A solution of crude aldehyde 183 (1.05 g, 2.94 mmol) in THF (10 mL) was transferred via cannula. The resulting solution was stirred for 15 minutes at 0° C. and quenched with a saturated aqueous solution of ammon... Starting materials: [H-].C(C(C)C)[Al+]CC(C)C (diisobutylaluminum hydride), ClC1=CC=C(C=C1)S(=O)[O-].[Na+] (sodium 4-chlorobenzenesulfinate), C(C)(=O)[O-].[K+] (potassium acetate), residue, S(=O)(Cl)Cl (thionyl chloride), ClC1=C(C(=O)OC)C=C(C=N1)Cl (methyl 2,5-dichloronicotinate). Solvent: CCCCCC (hexane), [Cl-].[Na+].O (brine), C(Cl)(Cl)Cl (chloroform), C(Cl)Cl (methylene chloride). Run at temperature 0 celsius, time 30 minute. Yields the product ClC1=NC=C(C=C1CS(=O)(=O)C1=CC=C(C=C1)Cl)Cl (2,5-Dichloro-3-(4-chlorophenylsulfonylmethyl)pyridine). RXN SMILES: [H-].C([Al+]CC(C)C)C(C)C.[Cl:11][C:12]1[N:21]=[CH:20][C:19]([Cl:22])=[CH:18][C:13]=1[C:14](OC)=O.S(Cl)(Cl)=O.[Cl:27][C:28]1[CH:33]=[CH:32][C:31]([S:34]([O-:36])=[O:35])=[CH:30][CH:29]=1.[Na+].C([O-])(=O)C.[K+]>[Cl-].[Na+].O.C(Cl)(Cl)Cl.C(Cl)Cl.CCCCCC>[Cl:11][C:12]1[C:13]([CH2:14][S:34]([C:31]2[CH:32]=[CH:33][C:28]([Cl:27])=[CH:29][CH:30]=2)(=[O:36])=[O:35])=[CH:18][C:19]([Cl:22])=[CH:20][N:21]=1 |f:0.1,4.5,6.7,8.9.10|. Procedure details: At −78° C., diisobutylaluminum hydride (a 1M hexane solution; 1.92 ml) was added dropwise to a methylene chloride (10 ml) solution of methyl 2,5-dichloronicotinate (188 mg, 0.912 mmol). The resulting mixture was stirred at 0° C. for 30 minutes. The reaction mixture was added with brine, and the mixture was filtered through Celite. The filtrate was dried over anhydrous sodium sulfate. After filtration, the filtrate was concentrated under reduced pressure. The residue was subjected to chromatograp... Reactants: BrBr, Cc1ccsc1C=O, ClC(Cl)Cl, ClCCl. The product is Cc1cc(Br)sc1C=O. RXN SMILES: [Br:1][Br:2].[CH3:3][c:4]1[c:5]([CH:9]=[O:10])[s:6][cH:7][cH:8]1.[CH:11]([Cl:12])([Cl:13])[Cl:14].[Cl:15][CH2:16][Cl:17]>>[Br:1][c:7]1[s:6][c:5]([CH:9]=[O:10])[c:4]([CH3:3])[cH:8]1. Starting materials: Cl.Cl.N1C=C(C2=CC=CC=C12)C1CCC(CC1)NC(C(=O)N)C1CCNCC1 (2-[4-(1H-Indol-3-yl)-cyclohexylamino]-2-piperidin-4-yl-acetamide dihydrochloride), FC=1C=C(/C=C/C(=O)O)C=CC1 (trans-3-fluorocinnamic acid). Yields the product N1C=C(C2=CC=CC=C12)C1CCC(CC1)NC(C(=O)N)C1CCN(CC1)C(\C=C\C1=CC(=CC=C1)F)=O (2-[4-(1H-Indol-3-yl)-cyclohexylamino]-2-[1-(trans-3-fluorocinnamoyl)-piperidin-4-yl]-acetamide). RXN SMILES: Cl.Cl.[NH:3]1[C:11]2[C:6](=[CH:7][CH:8]=[CH:9][CH:10]=2)[C:5]([CH:12]2[CH2:17][CH2:16][CH:15]([NH:18][CH:19]([CH:23]3[CH2:28][CH2:27][NH:26][CH2:25][CH2:24]3)[C:20]([NH2:22])=[O:21])[CH2:14][CH2:13]2)=[CH:4]1.[F:29][C:30]1[CH:31]=[C:32]([CH:38]=[CH:39][CH:40]=1)/[CH:33]=[CH:34]/[C:35](O)=[O:36]>>[NH:3]1[C:11]2[C:6](=[CH:7][CH:8]=[CH:9][CH:10]=2)[C:5]([CH:12]2[CH2:17][CH2:16][CH:15]([NH:18][CH:19]([CH:23]3[CH2:24][CH2:25][N:26]([C:35](=[O:36])/[CH:34]=[CH:33]/[C:32]4[CH:38]=[CH:39][CH:40]=[C:30]([F:29])[CH:31]=4)[CH2:27][CH2:28]3)[C:20]([NH2:22])=[O:21])[CH2:14][CH2:13]2)=[CH:4]1 |f:0.1.2|. Procedure details: The title compound was prepared from the product of Example 1, step J (0.50 mmol), trans-3-fluorocinnamic acid, by the method of Example 1, step K, giving the title compound as a white solid that was mostly the more polar cyclohexyl diastereomer by LCMS. Mass spectrum (LCMS, ESI pos.) calcd. for C30H35FN4O2: 503 (M+H). Found: 503 Reaction SMILES: [CH3:1][C:2]1[CH:7]=[C:6]([C:8]2[CH:13]=[CH:12][NH:11][C:10](=[O:14])[N:9]=2)[CH:5]=[CH:4][N:3]=1.[H-].[Na+].Br[CH2:18][CH2:19][CH2:20][CH2:21][Cl:22].O>CN(C=O)C>[Cl:22][CH2:21][CH2:20][CH2:19][CH2:18][N:11]1[CH:12]=[CH:13][C:8]([C:6]2[CH:5]=[CH:4][N:3]=[C:2]([CH3:1])[CH:7]=2)=[N:9][C:10]1=[O:14] |f:1.2|. Product: ClCCCCN1C(N=C(C=C1)C1=CC(=NC=C1)C)=O (1-(4-Chloro-butyl)-4-(2-methyl-pyridin-4-yl)-1H-pyrimidin-2-one). The reactants are CC1=NC=CC(=C1)C1=NC(NC=C1)=O (4-(2-methyl-pyridin-4-yl)-1H-pyrimidin-2-one), [H-].[Na+] (NaH), O (Water), BrCCCCCl (1-bromo-4-chloro-butane). The solvent is CN(C)C=O (DMF). Reported procedure: To a solution of 4-(2-methyl-pyridin-4-yl)-1H-pyrimidin-2-one (256 mg, 1.37 mmol) in dry DMF (45 ml), 60% NaH (71 mg, 1.78 mmol) was added portionwise under inert atmosphere. After heating the mixture at 100° C. for 1 hour, 1-bromo-4-chloro-butane (305 mg, 1.78 mmol) was added and the mixture was stirred at room temperature for 1.5 hours and heated at 60° C. for 2 hours. Water was added and the mixture extracted with diethyl ether and with ethyl acetate. The organic layers were mixed together, d... Reaction conditions: temperature 100 celsius, time 1.5 hour. Isolated yield 26.3%.